From a dataset of the Open Reaction Database (ORD), a public repository of structured organic reaction records. describe an organic reaction: reactants, conditions, products, and yield Reactants: Cl, [K+], NS(=O)(=O)c1cc(Br)ccc1NC(=O)c1c(O)c2cccnc2n(Cc2ccccc2)c1=O, [OH-]. Yields the product O=c1c(C2=NS(=O)(=O)c3cc(Br)ccc3N2)c(O)c2cccnc2n1Cc1ccccc1. As a reaction SMILES: [ClH:34].[K+:36].[NH2:1][S:2](=[O:3])(=[O:4])[c:5]1[c:6]([NH:12][C:13](=[O:14])[c:15]2[c:16](=[O:33])[n:17]([CH2:26][c:27]3[cH:28][cH:29][cH:30][cH:31][cH:32]3)[c:18]3[n:19][cH:20][cH:21][cH:22][c:23]3[c:24]2[OH:25])[cH:7][cH:8][c:9]([Br:11])[cH:10]1.[OH-:35]>>[N:1]1=[C:13]([c:15]2[c:16](=[O:33])[n:17]([CH2:26][c:27]3[cH:28][cH:29][cH:30][cH:31][cH:32]3)[c:18]3[n:19][cH:20][cH:21][cH:22][c:23]3[c:24]2[OH:25])[NH:12][c:6]2[c:5]([cH:10][c:9]([Br:11])[cH:8][cH:7]2)[S:2]1(=[O:3])=[O:4]. Starting materials: C(C(O)C)(=O)OC (methyl lactate), C(CCC)I (n-butyl iodide), Ag2O, 3A. Run in C(C)(=O)OCC (ethyl acetate). Run at temperature 60 celsius, time 7 hour. The product is C(CCC)OC(C(=O)OC)C (methyl 2-n-butyloxypropionate). The yield is 42.8%. RXN SMILES: [C:1]([O:6][CH3:7])(=[O:5])[CH:2]([CH3:4])[OH:3].[CH2:8](I)[CH2:9][CH2:10][CH3:11]>C(OCC)(=O)C>[CH2:8]([O:3][CH:2]([CH3:4])[C:1]([O:6][CH3:7])=[O:5])[CH2:9][CH2:10][CH3:11]. Procedure: 20.0 g of optically active methyl lactate and 47.8 g of n-butyl iodide were dissolved in ethyl acetate, and 20 g of Ag2O and 2.0 g of Molecular Sieve 3A were added thereto, followed by 7 hours of stirring at 60° C. After filtration of the insoluble matter, the solvent was distilled off and the remainder was distilled under reduced pressure (66° C./4 mmHg) to obtain 18.4 g of the product. (Yield: 42.8 %)